Dataset: the Open Reaction Database (ORD), a public repository of structured organic reaction records. Task: describe an organic reaction: reactants, conditions, products, and yield The reactants are Cc1c(C(=O)OCc2ccccc2)cc(CCCN(C)C)n1CCc1ccc(F)cc1, CCO, [H][H], C1CCOC1. Yields the product Cc1c(C(=O)O)cc(CCCN(C)C)n1CCc1ccc(F)cc1. RXN SMILES: [CH3:1][N:2]([CH2:3][CH2:4][CH2:5][c:6]1[cH:7][c:8]([C:21](=[O:22])[O:23][CH2:24][c:25]2[cH:26][cH:27][cH:28][cH:29][cH:30]2)[c:9]([CH3:20])[n:10]1[CH2:11][CH2:12][c:13]1[cH:14][cH:15][c:16]([F:19])[cH:17][cH:18]1)[CH3:31].[CH3:34][CH2:35][OH:36].[H:32][H:33].[O:37]1[CH2:38][CH2:39][CH2:40][CH2:41]1>>[CH3:1][N:2]([CH2:3][CH2:4][CH2:5][c:6]1[cH:7][c:8]([C:21](=[O:22])[OH:23])[c:9]([CH3:20])[n:10]1[CH2:11][CH2:12][c:13]1[cH:14][cH:15][c:16]([F:19])[cH:17][cH:18]1)[CH3:31]. Starting materials: BrC1=NC(=CC=C1)C (2-bromo-6-methylpyridine), C(C)(C)NC(C)C (Diisopropylamine), CN1N=CC(=C1)C=O (1-methyl-1H-pyrazole-4-carbaldehyde), [Li]CCCC (n-BuLi), [Li+].CC(C)[N-]C(C)C (LDA), [NH4+].[Cl-] (NH4Cl). Run in C1CCOC1 (THF), C1CCOC1 (THF), C1CCOC1 (THF). Conditions: temperature -78 celsius, time 90 minute. The product is BrC1=CC=CC(=N1)CC(O)C=1C=NN(C1)C (2-(6-Bromopyridin-2-yl)-1-(1-methyl-1H-pyrazol-4-yl)ethanol). As a reaction SMILES: C(NC(C)C)(C)C.[Li]CCCC.[Li+].CC([N-]C(C)C)C.[Br:21][C:22]1[CH:27]=[CH:26][CH:25]=[C:24]([CH3:28])[N:23]=1.[CH3:29][N:30]1[CH:34]=[C:33]([CH:35]=[O:36])[CH:32]=[N:31]1.[NH4+].[Cl-]>C1COCC1>[Br:21][C:22]1[N:23]=[C:24]([CH2:28][CH:35]([C:33]2[CH:32]=[N:31][N:30]([CH3:29])[CH:34]=2)[OH:36])[CH:25]=[CH:26][CH:27]=1 |f:2.3,6.7|. Reported procedure: Diisopropylamine (0.73 mL, 5.09 mmol) was taken up in THF (10 mL) and cooled to −78° C. n-BuLi (2.04 mL, 5.09 mmol) was added dropwise and the resulting mixture stirred at −78° C. for 90 minutes. The resulting LDA solution was transferred by cannula to a solution of 2-bromo-6-methylpyridine (500 mg, 2.91 mmol) in THF (20 mL) at −78° C. After stirring for 1 hour at −78° C., a solution of 1-methyl-1H-pyrazole-4-carbaldehyde (640 mg, 5.81 mmol) in THF (3 mL) was added and stirring continued for 30 ... Starting materials: N[C@H]1C2=C(C3=C(N(C1=O)C)C=CC=C3)C=CC=C2 ((S)-7-amino-5-methyl-5H,7H-dibenzo[b,d]azepin-6-one), C(C)OC([C@@](C(=O)O)(C)F)=O ((2S)-2-fluoro-2-methyl-malonic acid mono ethyl ester). The product is C(C)OC([C@@](C(=O)N[C@H]1C2=C(C3=C(N(C1=O)C)C=CC=C3)C=CC=C2)(C)F)=O ((2S)-2-Fluoro-2-methyl-N-((S)-5-methyl-6-oxo-6,7-dihydro-5H-dibenzo[b,d]azepin-7-yl)-malonamic acid ethyl ester). Reaction SMILES: [NH2:1][C@@H:2]1[C:8](=[O:9])[N:7]([CH3:10])[C:6]2[CH:11]=[CH:12][CH:13]=[CH:14][C:5]=2[C:4]2[CH:15]=[CH:16][CH:17]=[CH:18][C:3]1=2.[CH2:19]([O:21][C:22](=[O:29])[C@:23]([F:28])([CH3:27])[C:24](O)=[O:25])[CH3:20]>>[CH2:19]([O:21][C:22](=[O:29])[C@:23]([F:28])([CH3:27])[C:24]([NH:1][C@@H:2]1[C:8](=[O:9])[N:7]([CH3:10])[C:6]2[CH:11]=[CH:12][CH:13]=[CH:14][C:5]=2[C:4]2[CH:15]=[CH:16][CH:17]=[CH:18][C:3]1=2)=[O:25])[CH3:20]. Procedure: In an analogous manner to that described in Example 1 a), the condensation of (S)-7-amino-5-methyl-5H,7H-dibenzo[b,d]azepin-6-one and (2S)-2-fluoro-2-methyl-malonic acid mono ethyl ester yielded the title compound as a colourless oil;